describe an organic reaction: reactants, conditions, products, and yield From a dataset of the Open Reaction Database (ORD), a public repository of structured organic reaction records. The reactants are Cc1ccc(S(=O)(=O)n2cc3c(n2)CCC(N)(c2cccc(C(C)(C)C)c2)C3)cc1, CC(C)O, Fc1cc(F)cc(CCC2CO2)c1. Product: Cc1ccc(S(=O)(=O)n2cc3c(n2)CCC(NCC(O)CCc2cc(F)cc(F)c2)(c2cccc(C(C)(C)C)c2)C3)cc1. RXN SMILES: [C:1]([CH3:2])([CH3:3])([CH3:4])[c:5]1[cH:6][c:7]([C:11]2([NH2:30])[CH2:12][c:13]3[cH:14][n:15]([S:20](=[O:21])(=[O:22])[c:23]4[cH:24][cH:25][c:26]([CH3:29])[cH:27][cH:28]4)[n:16][c:17]3[CH2:18][CH2:19]2)[cH:8][cH:9][cH:10]1.[CH:44]([OH:45])([CH3:46])[CH3:47].[F:31][c:32]1[cH:33][c:34]([CH2:39][CH2:40][CH:41]2[O:42][CH2:43]2)[cH:35][c:36]([F:38])[cH:37]1>>[C:1]([CH3:2])([CH3:3])([CH3:4])[c:5]1[cH:6][c:7]([C:11]2([NH:30][CH2:43][CH:41]([CH2:40][CH2:39][c:34]3[cH:33][c:32]([F:31])[cH:37][c:36]([F:38])[cH:35]3)[OH:42])[CH2:12][c:13]3[cH:14][n:15]([S:20](=[O:21])(=[O:22])[c:23]4[cH:24][cH:25][c:26]([CH3:29])[cH:27][cH:28]4)[n:16][c:17]3[CH2:18][CH2:19]2)[cH:8][cH:9][cH:10]1. Starting materials: S(=O)(Cl)Cl (Thionyl chloride), NC(C(=O)O)CC (2-aminobutyric acid), C(C)O (ethanol). Run at temperature 27 celsius, time 16 hour. Product: Cl.NC(C(=O)OCC)CC (Ethyl 2-aminobutyrate hydrochloride). Isolated yield 97.0%. Reaction SMILES: S(Cl)([Cl:3])=O.[NH2:5][CH:6]([CH2:10][CH3:11])[C:7]([OH:9])=[O:8].[CH2:12](O)[CH3:13]>>[ClH:3].[NH2:5][CH:6]([CH2:10][CH3:11])[C:7]([O:9][CH2:12][CH3:13])=[O:8] |f:3.4|. Procedure: Thionyl chloride (1.25 moles) was added to a solution of 2-aminobutyric acid (1 mole) in SD12A3 (95% ethanol/5% toluene) at a temperature of <5° C. When addition was complete, the mixture was stirred at 27° C. for 16 hours and the resulting precipitate filtered off and washed with methyl t-butyl ether to give the desired product as a white solid (97% yield).